From a dataset of the Open Reaction Database (ORD), a public repository of structured organic reaction records. describe an organic reaction: reactants, conditions, products, and yield Reactants: Cc1cccc(C)n1, CCOC(=O)N1CCC(CCC(=O)Cl)CC1, [H][H], C1CCOC1. The product is CCOC(=O)N1CCC(CCC=O)CC1. As a reaction SMILES: [CH3:17][c:18]1[n:19][c:20]([CH3:21])[cH:22][cH:23][cH:24]1.[Cl:1][C:2]([CH2:3][CH2:4][CH:5]1[CH2:6][CH2:7][N:8]([C:11](=[O:12])[O:13][CH2:14][CH3:15])[CH2:9][CH2:10]1)=[O:16].[H:25][H:26].[O:27]1[CH2:28][CH2:29][CH2:30][CH2:31]1>>[CH:2]([CH2:3][CH2:4][CH:5]1[CH2:6][CH2:7][N:8]([C:11](=[O:12])[O:13][CH2:14][CH3:15])[CH2:9][CH2:10]1)=[O:16]. The reactants are [C-]#N, [Na+], [Na+], O, CC(C)CC(O)C#N, O=S([O-])O, O=CCCc1ccccc1. Yields the product N#CC(O)CCc1ccccc1. RXN SMILES: [C-:24]#[N:25].[Na+:23].[Na+:26].[OH2:27].[OH:11][CH:12]([C:13]#[N:14])[CH2:15][CH:16]([CH3:17])[CH3:18].[S:19](=[O:20])([OH:21])[O-:22].[c:1]1([CH2:7][CH2:8][CH:9]=[O:10])[cH:2][cH:3][cH:4][cH:5][cH:6]1>>[c:1]1([CH2:7][CH2:8][CH:9]([OH:10])[C:13]#[N:14])[cH:2][cH:3][cH:4][cH:5][cH:6]1. Yield: 14.5%. Reactants: C(CC)N(C(CC(C)=O)=O)CCC (N,N-dipropyl-3-oxobutyramide), CC(=O)O[Na] (CH3COONa), O (water), [Cl-].C1(=CC=CC=C1)[N+]#N (phenyldiazonium chloride). RXN SMILES: [CH2:1]([N:4]([CH2:11][CH2:12][CH3:13])[C:5](=[O:10])[CH2:6][C:7](=[O:9])[CH3:8])[CH2:2][CH3:3].CC(O[Na])=O.O.[Cl-].[C:21]1([N+:27]#[N:28])[CH:26]=[CH:25][CH:24]=[CH:23][CH:22]=1>C(O)C>[CH2:11]([N:4]([CH2:1][CH2:2][CH3:3])[C:5](=[O:10])[C:6](=[N:28][NH:27][C:21]1[CH:26]=[CH:25][CH:24]=[CH:23][CH:22]=1)[C:7](=[O:9])[CH3:8])[CH2:12][CH3:13] |f:3.4|. The product is C(CC)N(C(C(C(C)=O)=NNC1=CC=CC=C1)=O)CCC (N,N -Dipropyl-2-phenylhydrazono-3-oxobutyramide). Run in C(C)O (ethanol). Procedure details: 18.5 g (0.1 mol) of N,N-dipropyl-3-oxobutyramide, 12 g (0.146 mol) of CH3COONa, 20 ml of water, 75 ml of ethanol and a solution of 0.1 mol of phenyldiazonium chloride were treated as described in preparation 2. The precipitated solid was filtered and dried in vacuo yielding 4.2 g of the title compound. M.p.=79°-80° C. RXN SMILES: [Cl-:18].[Cl:1][c:2]1[c:3]([C:4](=[O:5])[O:6][CH3:7])[cH:8][cH:9][c:10]([S:14](=[O:15])(=[O:16])[CH3:17])[c:11]1[CH:12]=[O:13].[OH2:21].[OH:19][NH3+:20]>>[Cl:1][c:2]1[c:3]([C:4](=[O:5])[O:6][CH3:7])[cH:8][cH:9][c:10]([S:14](=[O:15])(=[O:16])[CH3:17])[c:11]1[CH:12]=[N:20][OH:19]. The reactants are [Cl-], COC(=O)c1ccc(S(C)(=O)=O)c(C=O)c1Cl, O, [NH3+]O. Product: COC(=O)c1ccc(S(C)(=O)=O)c(C=NO)c1Cl.